This data is from the Open Reaction Database (ORD), a public repository of structured organic reaction records. The task is: describe an organic reaction: reactants, conditions, products, and yield Starting materials: FC(C(=O)NC=1N=C2N(C=C(C=C2)C(C2=CC=CC=C2)=O)C1C1=C(C=CC=C1)Cl)(F)F (2-trifluoroacetamido-3-(2-chlorophenyl)-6-benzoyl-imidazo[1,2-a]pyridine). Run in CC(OCC)=O (EA). The product is NC=1N=C2N(C=C(C=C2)C(C2=CC=CC=C2)=O)C1C1=C(C=CC=C1)Cl (2-Amino-3-(2-chlorophenyl)-6-benzoyl-imidazo[1,2-a]pyridine). RXN SMILES: FC(F)(F)C([NH:5][C:6]1[N:7]=[C:8]2[CH:13]=[CH:12][C:11]([C:14](=[O:21])[C:15]3[CH:20]=[CH:19][CH:18]=[CH:17][CH:16]=3)=[CH:10][N:9]2[C:22]=1[C:23]1[CH:28]=[CH:27][CH:26]=[CH:25][C:24]=1[Cl:29])=O>CC(=O)OCC>[NH2:5][C:6]1[N:7]=[C:8]2[CH:13]=[CH:12][C:11]([C:14](=[O:21])[C:15]3[CH:16]=[CH:17][CH:18]=[CH:19][CH:20]=3)=[CH:10][N:9]2[C:22]=1[C:23]1[CH:28]=[CH:27][CH:26]=[CH:25][C:24]=1[Cl:29]. Reported procedure: The 2-trifluoroacetamido-3-(2-chlorophenyl)-6-benzoyl-imidazo[1,2-a]pyridine (10.8 g, 24.2 mmol) was converted to product in a manner substantially analogous to Example 67 to yield 7.45 g. (88.5%). EA, MS(FD). The reactants are C(C1=CC=CC=C1)N (benzyl amine), [Na] (sodium), CCO (EtOH), Cl (HCl), [O-]CC.[Na+] (sodium ethoxide), [Na] (sodium), CCO (EtOH), C(C=C)(=O)OC(C)(C)C (tert-butyl acrylate), C(C(=O)OCC)(=O)OCC (diethyl oxalate). Solvent: O (water). Conditions: time 64 hour. Yields the product OC1=C(CN(C1=O)CC1=CC=CC=C1)C(=O)OC(C)(C)C (1,1-Dimethylethyl 2,5-dihydro-4-hydroxy-5-oxo-1-(phenylmethyl)-1H-pyrrole-3-carboxylate). Yield: 62.9%. RXN SMILES: [CH2:1]([NH2:8])[C:2]1[CH:7]=[CH:6][CH:5]=[CH:4][CH:3]=1.[Na].[C:10]([O:14][C:15]([CH3:18])([CH3:17])[CH3:16])(=[O:13])C=C.C(OCC)(=O)[C:20](OCC)=[O:21].[O-:29][CH2:30][CH3:31].[Na+].Cl.[CH3:34]CO>O>[OH:29][C:30]1[C:20](=[O:21])[N:8]([CH2:1][C:2]2[CH:7]=[CH:6][CH:5]=[CH:4][CH:3]=2)[CH2:34][C:31]=1[C:10]([O:14][C:15]([CH3:18])([CH3:17])[CH3:16])=[O:13] |f:4.5,^1:8|. Procedure: To a solution of benzyl amine (7.3 ml, 0.067 mol) in dry EtOH (freshly distilled from sodium) was added tert-butyl acrylate (6.8 ml, 0.046 mol) via syringe and the resulting solution was stirred under an atmosphere of argon for 64 h at room temperature. To the solution was then added diethyl oxalate (9.90 g, 0.068 mol). The solution was then cooled to 0° C. and a freshly prepared solution of sodium ethoxide [freshly prepared from sodium (1.7 g, 0.074 mol) and 75 ml of EtOH]was added via cannula ... The reactants are CCCCn1cccc1C(=O)c1cccc([N+](=O)[O-])c1, CO. Yields the product CCCCn1cccc1C(=O)c1cccc(N)c1. RXN SMILES: [CH2:1]([CH2:2][CH2:3][CH3:4])[n:5]1[c:6]([C:10]([c:11]2[cH:12][c:13]([N+:17]([O-:18])=[O:19])[cH:14][cH:15][cH:16]2)=[O:20])[cH:7][cH:8][cH:9]1.[CH3:21][OH:22]>>[CH2:1]([CH2:2][CH2:3][CH3:4])[n:5]1[c:6]([C:10]([c:11]2[cH:12][c:13]([NH2:17])[cH:14][cH:15][cH:16]2)=[O:20])[cH:7][cH:8][cH:9]1. Reactants: N=1C=CN2C1C=CC(=C2)NC(NC2=CC=C(C=C2)C2=CCN(CC2)C(=O)OC(C)(C)C)=O (tert-butyl 4-(4-(3-imidazo[1,2-a]pyridin-6-ylureido)phenyl)-5,6-dihydropyridine-1(2H)-carboxylate), FC(C(=O)O)(F)F (trifluoroacetic acid). The solvent is ClCCl (dichloromethane). Conditions: time 4 hour. Product: N=1C=CN2C1C=CC(=C2)NC(=O)NC2=CC=C(C=C2)C=2CCNCC2 (1-(imidazo[1,2-a]pyridin-6-yl)-3-(4-(1,2,3,6-tetrahydropyridin-4-yl)phenyl)urea). As a reaction SMILES: [N:1]1[CH:2]=[CH:3][N:4]2[CH:9]=[C:8]([NH:10][C:11](=[O:32])[NH:12][C:13]3[CH:18]=[CH:17][C:16]([C:19]4[CH2:24][CH2:23][N:22](C(OC(C)(C)C)=O)[CH2:21][CH:20]=4)=[CH:15][CH:14]=3)[CH:7]=[CH:6][C:5]=12.FC(F)(F)C(O)=O>ClCCl>[N:1]1[CH:2]=[CH:3][N:4]2[CH:9]=[C:8]([NH:10][C:11]([NH:12][C:13]3[CH:14]=[CH:15][C:16]([C:19]4[CH2:24][CH2:23][NH:22][CH2:21][CH:20]=4)=[CH:17][CH:18]=3)=[O:32])[CH:7]=[CH:6][C:5]=12. Reported procedure: A solution of tert-butyl 4-(4-(3-imidazo[1,2-a]pyridin-6-ylureido)phenyl)-5,6-dihydropyridine-1(2H)-carboxylate (0.57 g, 1.315 mmol) in dichloromethane (5 ml) was treated with trifluoroacetic acid (0.608 ml, 7.88 mmol) and the reaction mixture was stirred at room temperature for 4 hours. Concentration provided the title compound. The reactants are Cc1c(Br)c2c(c(C)c1NC(=O)CC(C)(C)C)C(c1ccc(C(C)C)cc1)CO2, CCOC(C)=O, COc1ccc(B(O)O)cn1, CCCCCC. The product is COc1ccc(-c2c(C)c(NC(=O)CC(C)(C)C)c(C)c3c2OCC3c2ccc(C(C)C)cc2)cn1. RXN SMILES: [Br:1][c:2]1[c:3]([CH3:29])[c:4]([NH:21][C:22]([CH2:23][C:24]([CH3:25])([CH3:26])[CH3:27])=[O:28])[c:5]([CH3:20])[c:6]2[c:10]1[O:9][CH2:8][CH:7]2[c:11]1[cH:12][cH:13][c:14]([CH:17]([CH3:18])[CH3:19])[cH:15][cH:16]1.[C:41]([O:42][CH2:43][CH3:44])(=[O:45])[CH3:46].[CH3:30][O:31][c:32]1[cH:33][cH:34][c:35]([B:38]([OH:39])[OH:40])[cH:36][n:37]1.[CH3:47][CH2:48][CH2:49][CH2:50][CH2:51][CH3:52]>>[c:2]1(-[c:35]2[cH:34][cH:33][c:32]([O:31][CH3:30])[n:37][cH:36]2)[c:3]([CH3:29])[c:4]([NH:21][C:22]([CH2:23][C:24]([CH3:25])([CH3:26])[CH3:27])=[O:28])[c:5]([CH3:20])[c:6]2[c:10]1[O:9][CH2:8][CH:7]2[c:11]1[cH:12][cH:13][c:14]([CH:17]([CH3:18])[CH3:19])[cH:15][cH:16]1. Procedure details: A mixture of 1-(cyclopropylmethoxy)-2-fluoro-4-nitrobenzene (3.00 g), 10% palladium-carbon (containing water (50%), 3.00 g) and THF (30 mL) was stirred at room temperature for 1 hr under a hydrogen atmosphere. The catalyst was removed by filtration, and the obtained filtrate was concentrated under reduced pressure to give the title compound (2.57 g). Reaction SMILES: [CH:1]1([CH2:4][O:5][C:6]2[CH:11]=[CH:10][C:9]([N+:12]([O-])=O)=[CH:8][C:7]=2[F:15])[CH2:3][CH2:2]1>[C].[Pd].C1COCC1>[CH:1]1([CH2:4][O:5][C:6]2[CH:11]=[CH:10][C:9]([NH2:12])=[CH:8][C:7]=2[F:15])[CH2:2][CH2:3]1 |f:1.2|. Starting materials: C1(CC1)COC1=C(C=C(C=C1)[N+](=O)[O-])F (1-(cyclopropylmethoxy)-2-fluoro-4-nitrobenzene). Yields the product C1(CC1)COC1=C(C=C(N)C=C1)F (4-(cyclopropylmethoxy)-3-fluoroaniline). Yield: 99.8%. Reagents/catalysts: [C].[Pd] (palladium-carbon). Run at time 1 hour. The solvent is C1CCOC1 (THF).